From a dataset of the Open Reaction Database (ORD), a public repository of structured organic reaction records. describe an organic reaction: reactants, conditions, products, and yield The reactants are C(C=C)C1C(OCC1)O (3-allyl-tetrahydrofuran-2-ol), C(C)OC(=O)P(C1=CC=CC=C1)(C1=CC=CC=C1)C1=CC=CC=C1 (ethoxycarbonyl triphenylphosphorane), C1(=CC=CC=C1)C (toluene). The product is OCCC(/C=C/C(=O)OCC)CC=C (Ethyl(E)-4-(2-hydroxyethyl)-hepta-2,6-dienoate). As a reaction SMILES: [CH2:1]([CH:4]1[CH2:8][CH2:7][O:6][CH:5]1[OH:9])[CH:2]=[CH2:3].[CH2:10]([O:12]C(P(C1C=CC=CC=1)(C1C=CC=CC=1)C1C=CC=CC=1)=O)C.[C:34]1([CH3:40])C=CC=C[CH:35]=1>>[OH:12][CH2:10][CH2:3][CH:2]([CH2:40][CH:34]=[CH2:35])/[CH:1]=[CH:4]/[C:5]([O:6][CH2:7][CH3:8])=[O:9]. Procedure details: 3-allyl-tetrahydrofuran-2-ol (18 g, 140 mmol) and ethoxycarbonyl triphenylphosphorane (35 g, 104 mmol) were stirred overnight in toluene (200 mL). The reaction solution was concentrated, and the residue was purified by silica gel column chromatography to obtain the compound of interest as an oil substance (15.8 g, 61.1%).